This data is from the Open Reaction Database (ORD), a public repository of structured organic reaction records. The task is: describe an organic reaction: reactants, conditions, products, and yield The reactants are C(CCC)[Mg]Cl (butylmagnesium chloride), solution, BrC1=C(C=O)C=CC=C1C (2-bromo-3-methylbenzaldehyde), IC1=NC=CN=C1 (2-iodopyrazine). The solvent is C1CCOC1 (THF), C1CCOC1 (THF), C1CCOC1 (THF). Conditions: temperature 0 celsius, time 30 minute. Product: BrC1=C(C=CC=C1C)C(O)C1=NC=CN=C1 ((2-bromo-3-methylphenyl)(pyrazin-2-yl)methanol). Reaction SMILES: I[C:2]1[CH:7]=[N:6][CH:5]=[CH:4][N:3]=1.C([Mg]Cl)CCC.[Br:14][C:15]1[C:22]([CH3:23])=[CH:21][CH:20]=[CH:19][C:16]=1[CH:17]=[O:18]>C1COCC1>[Br:14][C:15]1[C:22]([CH3:23])=[CH:21][CH:20]=[CH:19][C:16]=1[CH:17]([C:2]1[CH:7]=[N:6][CH:5]=[CH:4][N:3]=1)[OH:18]. Reported procedure: A solution of 2-iodopyrazine (0.48 mL, 4.85 mmol) in dry THF (3 mL) was brought to 0° C. followed by the slowly addition of butylmagnesium chloride, 2.0M solution in THF (2.4 mL, 4.85 mmol). The resulting dark solution was stirred at 0° C. for 30 min then a solution of 2-bromo-3-methylbenzaldehyde (1.06 g, 5.34 mmol) in THF (2 mL) was slowly added and kept at 0° C. for 2 h. The mixture was quenched with saturated NH4Cl and extracted with DCM. The combined organics were washed with brine, dried o... The reactants are C1CCOC1, COC(=O)c1ccc(C=Cc2c(-c3ccccc3)noc2C)nc1, CO, Cl, [Li+], [OH-], O, O. Yields the product Cc1onc(-c2ccccc2)c1C=Cc1ccc(C(=O)O)cn1. RXN SMILES: [CH2:29]1[O:30][CH2:31][CH2:32][CH2:33]1.[CH3:1][O:2][C:3]([c:4]1[cH:5][n:6][c:7]([CH:10]=[CH:11][c:12]2[c:13](-[c:18]3[cH:19][cH:20][cH:21][cH:22][cH:23]3)[n:14][o:15][c:16]2[CH3:17])[cH:8][cH:9]1)=[O:24].[CH3:34][OH:35].[ClH:28].[Li+:27].[OH-:26].[OH2:25].[OH2:36]>>[O:2]=[C:3]([c:4]1[cH:5][n:6][c:7]([CH:10]=[CH:11][c:12]2[c:13](-[c:18]3[cH:19][cH:20][cH:21][cH:22][cH:23]3)[n:14][o:15][c:16]2[CH3:17])[cH:8][cH:9]1)[OH:24]. Procedure details: To a stirred, ice-cooled mixture of 2-amino-6-isopropylphenol hydrochloride (15.0 g), ethyl acetate (200 ml), water (100 ml), and sodium bicarbonate (20.0 g), was added dropwise a solution of (R)-2-bromo-3methylbutyryl chloride (16.0 g) in ethyl acetate (30 ml). The whole was stirred for 30 minutes, and the ethyl acetate layer was separated, washed with water and dried over MgSO4. Removal of the solvent gave (R)-2-(2-bromo-3-methylbutyryl)amino-6-isopropylphenol as crystals (19.1 g, 76.1%). Recr... Yields the product Br[C@@H](C(=O)NC1=C(C(=CC=C1)C(C)C)O)C(C)C ((R)-2-(2-bromo-3-methylbutyryl)amino-6-isopropylphenol). Reactants: Cl.NC1=C(C(=CC=C1)C(C)C)O (2-amino-6-isopropylphenol hydrochloride), O (water), C([O-])(O)=O.[Na+] (sodium bicarbonate), Br[C@@H](C(=O)Cl)C(C)C ((R)-2-bromo-3methylbutyryl chloride). Solvent: C(C)(=O)OCC (ethyl acetate), C(C)(=O)OCC (ethyl acetate). Isolated yield 76.0%. Conditions: time 30 minute. As a reaction SMILES: Cl.[NH2:2][C:3]1[CH:8]=[CH:7][CH:6]=[C:5]([CH:9]([CH3:11])[CH3:10])[C:4]=1[OH:12].O.C(=O)(O)[O-].[Na+].[Br:19][C@H:20]([CH:24]([CH3:26])[CH3:25])[C:21](Cl)=[O:22]>C(OCC)(=O)C>[Br:19][C@H:20]([CH:24]([CH3:26])[CH3:25])[C:21]([NH:2][C:3]1[CH:8]=[CH:7][CH:6]=[C:5]([CH:9]([CH3:10])[CH3:11])[C:4]=1[OH:12])=[O:22] |f:0.1,3.4|. Reactants: O=C([O-])[O-], CCOC(=O)CC(=O)CCl, CCCC(=O)O, COc1cccc(S)c1, CC#N, [K+], [K+]. Product: CCOC(=O)CC(=O)CSc1cccc(OC)c1. RXN SMILES: [C:10](=[O:11])([O-:12])[O-:13].[CH2:22]([CH3:23])[O:24][C:25]([CH2:26][C:27]([CH2:28][Cl:29])=[O:30])=[O:31].[CH3:16][CH2:17][CH2:18][C:19](=[O:20])[OH:21].[CH3:1][O:2][c:3]1[cH:4][c:5]([SH:9])[cH:6][cH:7][cH:8]1.[CH3:32][C:33]#[N:34].[K+:14].[K+:15]>>[CH3:1][O:2][c:3]1[cH:4][c:5]([S:9][CH2:28][C:27]([CH2:26][C:25]([O:24][CH2:22][CH3:23])=[O:31])=[O:30])[cH:6][cH:7][cH:8]1. Reactants: C(C)C1=C2C(=C(C=C(C2=CC=C1)C=O)OC)OCOC (5-ethyl-3-methoxy-4-methoxymethoxy-1-naphthalenecarbaldehyde), O1CCCC1 (tetrahydrofuran), [Cl-].[NH4+] (ammonium chloride). Reagents/catalysts: [O-2].[O-2].[Mn+4] (manganese dioxide). The solvent is ethyl, C[Li] (methyl lithium), ClCCl (dichloromethane). Reaction conditions: time 30 minute. Yields the product C(C)C1=C2C(=C(C=C(C2=CC=C1)C(C)=O)OC)OCOC (5'-Ethyl-3'-methoxy-4'-methoxymethoxy-1'-acetonaphthone). Reaction SMILES: [CH2:1]([C:3]1[CH:12]=[CH:11][CH:10]=[C:9]2[C:4]=1[C:5]([O:17][CH2:18][O:19][CH3:20])=[C:6]([O:15][CH3:16])[CH:7]=[C:8]2[CH:13]=[O:14])[CH3:2].[Cl-].[NH4+].O1CCC[CH2:24]1>C[Li].ClCCl.[O-2].[O-2].[Mn+4]>[CH2:1]([C:3]1[CH:12]=[CH:11][CH:10]=[C:9]2[C:4]=1[C:5]([O:17][CH2:18][O:19][CH3:20])=[C:6]([O:15][CH3:16])[CH:7]=[C:8]2[C:13](=[O:14])[CH3:24])[CH3:2] |f:1.2,6.7.8|. Reported procedure: 2 g of 5-ethyl-3-methoxy-4-methoxymethoxy-1-naphthalenecarbaldehyde was dissolved in 20 ml of absolute tetrahydrofuran, to which 11.5 ml of an ethyl solution of 1.12M methyl lithium was added at -78° C. After 30 minutes, an ammonium chloride aqueous solution was added to the solution and extracted with ethyl acetate. The resultant organic phase was dried with anhydrous magnesium sulfate and the solvent was distilled off to obtain 2.1 g of a brown oily substance. This substance was dissolved in 2...